This data is from the Open Reaction Database (ORD), a public repository of structured organic reaction records. The task is: describe an organic reaction: reactants, conditions, products, and yield Starting materials: solution, [N+](=O)([O-])C=1C=C(C=CC1)S(=O)(=O)[O-].[Na+] (sodium m-nitrobenzenesulfonate), solution, [Cl-].CC(CCC(=O)OCC[N+](C)(C)CC1=CC=CC=C1)C (N-(4-methylvaleryloxyethyl)-N,N-dimethylbenzylammonium chloride). Solvent: O (water), O (water). Product: [N+](=O)([O-])C=1C=C(C=CC1)S(=O)(=O)[O-].CC(CCC(=O)OCC[N+](C)(C)CC1=CC=CC=C1)C (N-(4-Methylvaleryloxyethyl)-N,N-dimethylbenzylammonium m-nitrobenzenesulfonate). Isolated yield 67.9%. As a reaction SMILES: [N+:1]([C:4]1[CH:5]=[C:6]([S:10]([O-:13])(=[O:12])=[O:11])[CH:7]=[CH:8][CH:9]=1)([O-:3])=[O:2].[Na+].[Cl-].[CH3:16][CH:17]([CH3:35])[CH2:18][CH2:19][C:20]([O:22][CH2:23][CH2:24][N+:25]([CH2:28][C:29]1[CH:34]=[CH:33][CH:32]=[CH:31][CH:30]=1)([CH3:27])[CH3:26])=[O:21]>O>[N+:1]([C:4]1[CH:5]=[C:6]([S:10]([O-:13])(=[O:11])=[O:12])[CH:7]=[CH:8][CH:9]=1)([O-:3])=[O:2].[CH3:16][CH:17]([CH3:35])[CH2:18][CH2:19][C:20]([O:22][CH2:23][CH2:24][N+:25]([CH2:28][C:29]1[CH:30]=[CH:31][CH:32]=[CH:33][CH:34]=1)([CH3:26])[CH3:27])=[O:21] |f:0.1,2.3,5.6|. Procedure: A hot solution (300 ml) of 56.29 g (0.25 mol) of sodium m-nitrobenzenesulfonate in water was added to a solution (300 ml) of 78.48 g (0.25 mol) of N-(4-methylvaleryloxyethyl)-N,N-dimethylbenzylammonium chloride prepared as described in Example 8) in water. An oily precipitate formed immediately which crystallized on cooling. The solid was collected, washed with water and dissolved in methylene chloride. The water layer was separated and the organic layer was dried over MgSO4 and concentrated. Re...